Dataset: the Open Reaction Database (ORD), a public repository of structured organic reaction records. Task: describe an organic reaction: reactants, conditions, products, and yield The reactants are COc1cccc2cc(C(=O)Cl)oc12, Nc1ccccc1. Yields the product COc1cccc2cc(C(=O)Nc3ccccc3)oc12. As a reaction SMILES: [CH3:1][O:2][c:3]1[cH:4][cH:5][cH:6][c:7]2[cH:8][c:9]([C:12](=[O:13])[Cl:14])[o:10][c:11]12.[NH2:15][c:16]1[cH:17][cH:18][cH:19][cH:20][cH:21]1>>[CH3:1][O:2][c:3]1[cH:4][cH:5][cH:6][c:7]2[cH:8][c:9]([C:12](=[O:13])[NH:15][c:16]3[cH:17][cH:18][cH:19][cH:20][cH:21]3)[o:10][c:11]12. Starting materials: C(C1=CC=CC=C1)N1C2=C(NCC1=O)N=CC(=C2)I (1-Benzyl-7-iodo-3,4-dihydro-1H-pyrido[2,3-b]pyrazin-2-one), N1=CC(=CC=C1)B(O)O (3-pyridine boronic acid). Yields the product C(C1=CC=CC=C1)N1C2=C(NCC1=O)N=CC(=C2)C=2C=NC=CC2 (1-Benzyl-7-pyridin-3-yl-3,4-dihydro-1H-pyrido[2,3-b]pyrazin-2-one). Isolated yield 60.0%. RXN SMILES: [CH2:1]([N:8]1[C:13](=[O:14])[CH2:12][NH:11][C:10]2[N:15]=[CH:16][C:17](I)=[CH:18][C:9]1=2)[C:2]1[CH:7]=[CH:6][CH:5]=[CH:4][CH:3]=1.[N:20]1[CH:25]=[CH:24][CH:23]=[C:22](B(O)O)[CH:21]=1>>[CH2:1]([N:8]1[C:13](=[O:14])[CH2:12][NH:11][C:10]2[N:15]=[CH:16][C:17]([C:22]3[CH:21]=[N:20][CH:25]=[CH:24][CH:23]=3)=[CH:18][C:9]1=2)[C:2]1[CH:7]=[CH:6][CH:5]=[CH:4][CH:3]=1. Reported procedure: 1-Benzyl-7-iodo-3,4-dihydro-1H-pyrido[2,3-b]pyrazin-2-one (100 mg) was reacted with 3-pyridine boronic acid as in General Procedure 4A to give the title compound as a light yellow solid (60% yield). M.p. 58° C., LCMS: m/z=317.16 (M+H+), 1H-NMR (CD3OD, 400 MHz) δ 4.42 (s, 2H), 7.22-7.31 (m, 2H), 7.32-7.38 (m, 4H), 7.50 (s, 1H), 7.85-7.92 (m, 1H), 8.02 (s, 1H), 8.39 (d, J=8.1 Hz, 1H), 8.65-8.75 (m, 1H), 8.75-8.90 (m, 1H). Reactants: Cc1cc(Br)cc(CN2C(=O)c3ccccc3C2=O)c1, C1COCCO1, CC(C)(C)[Si](C)(C)OCc1cccc(B(O)O)c1, c1ccc(P(c2ccccc2)c2ccccc2)cc1. Product: Cc1cc(CN2C(=O)c3ccccc3C2=O)cc(-c2cccc(CO[Si](C)(C)C(C)(C)C)c2)c1. RXN SMILES: [Br:20][c:21]1[cH:22][c:23]([CH2:28][N:29]2[C:30](=[O:39])[c:31]3[cH:32][cH:33][cH:34][cH:35][c:36]3[C:37]2=[O:38])[cH:24][c:25]([CH3:27])[cH:26]1.[CH2:58]1[O:59][CH2:60][CH2:61][O:62][CH2:63]1.[CH3:40][C:41]([CH3:42])([CH3:43])[Si:44]([O:45][CH2:46][c:47]1[cH:48][c:49]([B:53]([OH:54])[OH:55])[cH:50][cH:51][cH:52]1)([CH3:56])[CH3:57].[c:1]1([P:2]([c:3]2[cH:4][cH:5][cH:6][cH:7][cH:8]2)[c:9]2[cH:10][cH:11][cH:12][cH:13][cH:14]2)[cH:15][cH:16][cH:17][cH:18][cH:19]1>>[c:21]1(-[c:49]2[cH:48][c:47]([CH2:46][O:45][Si:44]([C:41]([CH3:40])([CH3:42])[CH3:43])([CH3:56])[CH3:57])[cH:52][cH:51][cH:50]2)[cH:22][c:23]([CH2:28][N:29]2[C:30](=[O:39])[c:31]3[cH:32][cH:33][cH:34][cH:35][c:36]3[C:37]2=[O:38])[cH:24][c:25]([CH3:27])[cH:26]1. Yields the product C(C)(C)(C)OC(=O)N1C(CN(CC1)C)C(=O)C=1OC2=C(C1)C=C(C=C2)Cl ((RS)-2-[1-(5-Chloro-benzofuran-2-yl)-methanoyl]-4-methyl-piperazine-1-carboxylic acid tert-butyl ester). Reaction SMILES: [CH3:1][C:2]([O:5][C:6]([N:8]1[CH2:13][CH2:12][N:11]([CH3:14])[CH2:10][CH:9]1[C:15](=[O:20])N(OC)C)=[O:7])([CH3:4])[CH3:3].[Cl:21][C:22]1[CH:23]=[CH:24][C:25]2[O:29][CH:28]=[CH:27][C:26]=2[CH:30]=1>>[C:2]([O:5][C:6]([N:8]1[CH2:13][CH2:12][N:11]([CH3:14])[CH2:10][CH:9]1[C:15]([C:28]1[O:29][C:25]2[CH:24]=[CH:23][C:22]([Cl:21])=[CH:30][C:26]=2[CH:27]=1)=[O:20])=[O:7])([CH3:1])([CH3:3])[CH3:4]. Procedure details: The title compound (0.98 g) was prepared from (RS)-2-(methoxy-methyl-carbamoyl)-4-methyl-piperazine-1-carboxylic acid dimethyl-ethyl ester, D54 (1.60 g) and 5-chloro-benzofuran (0.86 g, FP1.537.206) using the method of Description 2. Starting materials: CC(C)(C)OC(=O)N1C(CN(CC1)C)C(N(C)OC)=O ((RS)-2-(methoxy-methyl-carbamoyl)-4-methyl-piperazine-1-carboxylic acid dimethyl-ethyl ester), ClC=1C=CC2=C(C=CO2)C1 (5-chloro-benzofuran). The reactants are CCO, CNC(=O)c1cc(Cl)cc(C(=O)OC)c1, C1CCOC1. The product is CNC(=O)c1cc(Cl)cc(CO)c1. Reaction SMILES: [CH3:16][CH2:17][OH:18].[Cl:1][c:2]1[cH:3][c:4]([C:5](=[O:6])[O:7][CH3:8])[cH:9][c:10]([C:12](=[O:13])[NH:14][CH3:15])[cH:11]1.[O:19]1[CH2:20][CH2:21][CH2:22][CH2:23]1>>[Cl:1][c:2]1[cH:3][c:4]([CH2:5][OH:6])[cH:9][c:10]([C:12](=[O:13])[NH:14][CH3:15])[cH:11]1. The reactants are Cl.C(C)OC(CCCN)=O (γ-aminobutyric acid ethyl ester hydrochloride), ClC1=C(C=CC=C1)C=1C=2C(N(C(C(N1)O)=O)C)=CN(C2C)C (5-(2-chlorophenyl)-1,7-dihydro-3-hydroxy-1,6,7-trimethyl-pyrrolo[3,4-e][1,4]diazepin-2(3H)-one), S(=O)(Cl)Cl (thionyl chloride). The solvent is C(C)N(CC)CC (triethylamine). Run at time 1 day. The product is ClC1=C(C=CC=C1)C=1C=2C(N(C(C(N1)NCCCC(=O)OCC)=O)C)=CN(C2C)C (5-(2-chlorophenyl)-3-[[3-(ethoxycarbonyl)propyl]amino]-1,7-dihydro-1,6,7-trimethyl-pyrrolo[3,4-e][1,4]diazepin-2(3H)-one). Isolated yield 70.3%. RXN SMILES: [Cl:1][C:2]1[CH:7]=[CH:6][CH:5]=[CH:4][C:3]=1[C:8]1[C:9]2[C:10](=[CH:18][N:19]([CH3:22])[C:20]=2[CH3:21])[N:11]([CH3:17])[C:12](=[O:16])[CH:13](O)[N:14]=1.S(Cl)(Cl)=O.Cl.[CH2:28]([O:30][C:31](=[O:36])[CH2:32][CH2:33][CH2:34][NH2:35])[CH3:29]>C(N(CC)CC)C>[Cl:1][C:2]1[CH:7]=[CH:6][CH:5]=[CH:4][C:3]=1[C:8]1[C:9]2[C:10](=[CH:18][N:19]([CH3:22])[C:20]=2[CH3:21])[N:11]([CH3:17])[C:12](=[O:16])[CH:13]([NH:35][CH2:34][CH2:33][CH2:32][C:31]([O:30][CH2:28][CH3:29])=[O:36])[N:14]=1 |f:2.3|. Procedure details: A mixture of 5-(2-chlorophenyl)-1,7-dihydro-3-hydroxy-1,6,7-trimethyl-pyrrolo[3,4-e][1,4]diazepin-2(3H)-one (6.3 g, 0.0198 mole) and thionyl chloride (18 mole) is allowed to stand at room temperature for one night. The 3-chloro derivative which forms is precipitated by the addition of ethyl ether, recovered by filtration and washed on filter with ethyl ether. The obtained intermediate is dissolved in chloroform (100 ml) and triethylamine (8 g) and γ-aminobutyric acid ethyl ester hydrochloride (6... Starting materials: OCC(O)COCc1ccccc1, CCCCCCCCCCCCCCBr, CCCCCCCCCCCCCCCCOCC(CO)OCCCCCCCCCCCCCCCC, CCCCCCCCCCCCCCCCOCC(COC(c1ccccc1)(c1ccccc1)c1ccccc1)OCCCCCCCCCCCCCC, Cc1ccccc1, Cl, [K+], [OH-]. Yields the product CCCCCCCCCCCCCCCCOCC(CO)OCCCCCCCCCCCCCC. As a reaction SMILES: [CH2:18]([O:19][CH2:20][CH:21]([CH2:22][OH:23])[OH:24])[c:25]1[cH:26][cH:27][cH:28][cH:29][cH:30]1.[CH2:1]([Br:2])[CH2:3][CH2:4][CH2:5][CH2:6][CH2:7][CH2:8][CH2:9][CH2:10][CH2:11][CH2:12][CH2:13][CH2:14][CH3:15].[CH2:31]([CH2:32][CH2:33][CH2:34][CH2:35][CH2:36][CH2:37][CH2:38][CH2:39][CH2:40][CH2:41][CH2:42][CH2:43][CH2:44][CH2:45][CH3:46])[O:47][CH2:48][CH:49]([O:50][CH2:51][CH2:52][CH2:53][CH2:54][CH2:55][CH2:56][CH2:57][CH2:58][CH2:59][CH2:60][CH2:61][CH2:62][CH2:63][CH2:64][CH2:65][CH3:66])[CH2:67][OH:68].[CH2:69]([O:70][CH2:71][CH:72]([CH2:73][O:74][C:75]([c:76]1[cH:77][cH:78][cH:79][cH:80][cH:81]1)([c:82]1[cH:83][cH:84][cH:85][cH:86][cH:87]1)[c:88]1[cH:89][cH:90][cH:91][cH:92][cH:93]1)[O:94][CH2:95][CH2:96][CH2:97][CH2:98][CH2:99][CH2:100][CH2:101][CH2:102][CH2:103][CH2:104][CH2:105][CH2:106][CH2:107][CH3:108])[CH2:109][CH2:110][CH2:111][CH2:112][CH2:113][CH2:114][CH2:115][CH2:116][CH2:117][CH2:118][CH2:119][CH2:120][CH2:121][CH2:122][CH3:123].[CH3:125][c:126]1[cH:127][cH:128][cH:129][cH:130][cH:131]1.[ClH:124].[K+:17].[OH-:16]>>[CH2:31]([CH2:32][CH2:33][CH2:34][CH2:35][CH2:36][CH2:37][CH2:38][CH2:39][CH2:40][CH2:41][CH2:42][CH2:43][CH2:44][CH2:45][CH3:46])[O:47][CH2:48][CH:49]([O:50][CH2:51][CH2:52][CH2:53][CH2:54][CH2:55][CH2:56][CH2:57][CH2:58][CH2:59][CH2:60][CH2:61][CH2:62][CH2:63][CH3:64])[CH2:67][OH:68].